Dataset: the Open Reaction Database (ORD), a public repository of structured organic reaction records. Task: describe an organic reaction: reactants, conditions, products, and yield The reactants are NC(=O)CCC(=O)NBr, COC(=O)c1cc(Br)c(C)c(Br)c1, ClC(Cl)(Cl)Cl, CC(C)(C#N)N=NC(C)(C)C#N. The product is COC(=O)c1cc(Br)c(CBr)c(Br)c1. Reaction SMILES: [Br:14][NH:15][C:16](=[O:17])[CH2:18][CH2:19][C:20]([NH2:21])=[O:22].[Br:1][c:2]1[cH:3][c:4]([C:5](=[O:6])[O:7][CH3:8])[cH:9][c:10]([Br:13])[c:11]1[CH3:12].[C:35]([Cl:36])([Cl:37])([Cl:38])[Cl:39].[N:23]([C:24]([CH3:25])([CH3:26])[C:27]#[N:28])=[N:29][C:30]([CH3:31])([CH3:32])[C:33]#[N:34]>>[Br:1][c:2]1[cH:3][c:4]([C:5](=[O:6])[O:7][CH3:8])[cH:9][c:10]([Br:13])[c:11]1[CH2:12][Br:14]. Reactants: Cl (HCl), ClC1=NC=C(C(=N1)NC1=C(C(=O)N)C=CC=C1)Cl (2-[(2,5-Dichloro-4-pyrimidinyl)amino]benzamide), N1(CCCC1)CC=1C=C(N)C=CC1 (3-(1-pyrrolidinylmethyl)aniline). Reagents/catalysts: Cl (HCl). The solvent is C(C)(C)O (isopropanol). Run at temperature 95 celsius, time 18 hour. Yields the product ClC=1C(=NC(=NC1)NC1=CC(=CC=C1)CN1CCCC1)NC1=C(C(=O)N)C=CC=C1 (2-[(5-Chloro-2-{[3-(1-pyrrolidinylmethyl)phenyl]amino}-4-pyrimidinyl)amino]benzamide). Yield: 70.1%. As a reaction SMILES: Cl[C:2]1[N:7]=[C:6]([NH:8][C:9]2[CH:17]=[CH:16][CH:15]=[CH:14][C:10]=2[C:11]([NH2:13])=[O:12])[C:5]([Cl:18])=[CH:4][N:3]=1.[N:19]1([CH2:24][C:25]2[CH:26]=[C:27]([CH:29]=[CH:30][CH:31]=2)[NH2:28])[CH2:23][CH2:22][CH2:21][CH2:20]1.Cl>Cl.C(O)(C)C>[Cl:18][C:5]1[C:6]([NH:8][C:9]2[CH:17]=[CH:16][CH:15]=[CH:14][C:10]=2[C:11]([NH2:13])=[O:12])=[N:7][C:2]([NH:28][C:27]2[CH:29]=[CH:30][CH:31]=[C:25]([CH2:24][N:19]3[CH2:20][CH2:21][CH2:22][CH2:23]3)[CH:26]=2)=[N:3][CH:4]=1. Reported procedure: 2-[(2,5-Dichloro-4-pyrimidinyl)amino]benzamide (200 mg, 0.6 mmol) and 3-(1-pyrrolidinylmethyl)aniline (134 mg, 0.75 mmol) were combined in a vessel with 5 mL isopropanol and 2 drops of 12N HCl. The vessel was sealed and heated with stirring at 95° C. for 18 h. The reaction was cooled to room temperature and the solid was filtered off and washed with isopropanol to give 178 mg (65% yield) of an orange solid as the HCl salt. MS: M(C22H23ClN6O)=422.92, (M+H)+=423 and 425.